From a dataset of the Open Reaction Database (ORD), a public repository of structured organic reaction records. describe an organic reaction: reactants, conditions, products, and yield The reactants are C[Si](C)(C)Cl (TMSCl), [I-].[Na+] (sodium iodide), ClC1=CC=C(C=C1)CN1C(=NC2=C1C(CC2)(O)CC(=O)OCC)C(C)C (Ethyl [3-[(4-chlorophenyl)methyl]-4-hydroxy-2-(1-methylethyl)-3,4,5,6-tetrahydrocyclopenta[d]imidazol-4-yl]acetate). Solvent: C(C)#N (Acetonitrile), C(C)#N (acetonitrile). Conditions: time 8 hour. Product: C(C)OC(C=C1CCC=2N=C(N(C21)CC2=CC=C(C=C2)Cl)C(C)C)=O (Ethyl-[3-[(4-chlorophenyl)methyl]-2-(1-methylethyl)-5,6-dihydrocyclopenta[d]imidazol-4(3H)-ylidene]ethanoate). Isolated yield 96.0%. As a reaction SMILES: C[Si](Cl)(C)C.[I-].[Na+].[Cl:8][C:9]1[CH:14]=[CH:13][C:12]([CH2:15][N:16]2[C:20]3[C:21]([CH2:25][C:26]([O:28][CH2:29][CH3:30])=[O:27])(O)[CH2:22][CH2:23][C:19]=3[N:18]=[C:17]2[CH:31]([CH3:33])[CH3:32])=[CH:11][CH:10]=1>C(#N)C>[CH2:29]([O:28][C:26](=[O:27])[CH:25]=[C:21]1[C:20]2[N:16]([CH2:15][C:12]3[CH:13]=[CH:14][C:9]([Cl:8])=[CH:10][CH:11]=3)[C:17]([CH:31]([CH3:33])[CH3:32])=[N:18][C:19]=2[CH2:23][CH2:22]1)[CH3:30] |f:1.2|. Procedure: A mixture of TMSCl (0.252 mL) and sodium iodide (296 mg) in Acetonitrile (3 ml) was added to a stirred suspension of Intermediate 26 (186 mg) in acetonitrile (3 ml). The RM was stirred at room temp under nitrogen overnight. The reaction mixture was partitioned between EtOAc (20 ml) and sat. NaHCO3 aq sol: water (1:1, 20 ml). The two phases were separated and the aqueous phase was extracted again with EtOAc (20 ml). The phases were separated, the organic extracts were combined, dried (hydrophobic... Starting materials: C(C)OC(=O)C1=C(C=2C=NC=CC2N1C)N (3-amino-1-methyl-1H-pyrrolo[3,2-c]pyridine-2-carboxylic acid ethyl ester), C1(CC1)C1=CC(=C(C=C1)I)F (4-cyclopropyl-2-fluoro-1-iodo-benzene), CC1(C2=C(C(=CC=C2)P(C3=CC=CC=C3)C4=CC=CC=C4)OC5=C(C=CC=C51)P(C6=CC=CC=C6)C7=CC=CC=C7)C (Xantphos), C([O-])([O-])=O.[Cs+].[Cs+] (cesium carbonate). Reagents/catalysts: C=1C=CC(=CC1)/C=C/C(=O)/C=C/C2=CC=CC=C2.C=1C=CC(=CC1)/C=C/C(=O)/C=C/C2=CC=CC=C2.C=1C=CC(=CC1)/C=C/C(=O)/C=C/C2=CC=CC=C2.[Pd].[Pd] (Pd2dba3). Run in C1(=CC=CC=C1)C (toluene). Yields the product C(C)OC(=O)C1=C(C=2C=NC=CC2N1C)NC1=C(C=C(C=C1)C1CC1)F (3-(4-Cyclopropyl-2-fluoro-phenylamino)-1-methyl-1H-pyrrolo[3,2-c]pyridine-2-carboxylic acid ethyl ester). The yield is 23.2%. RXN SMILES: [CH2:1]([O:3][C:4]([C:6]1[N:14]([CH3:15])[C:13]2[CH:12]=[CH:11][N:10]=[CH:9][C:8]=2[C:7]=1[NH2:16])=[O:5])[CH3:2].[CH:17]1([C:20]2[CH:25]=[CH:24][C:23](I)=[C:22]([F:27])[CH:21]=2)[CH2:19][CH2:18]1.CC1(C)C2C(=C(P(C3C=CC=CC=3)C3C=CC=CC=3)C=CC=2)OC2C(P(C3C=CC=CC=3)C3C=CC=CC=3)=CC=CC1=2.C(=O)([O-])[O-].[Cs+].[Cs+]>C1(C)C=CC=CC=1.C1C=CC(/C=C/C(/C=C/C2C=CC=CC=2)=O)=CC=1.C1C=CC(/C=C/C(/C=C/C2C=CC=CC=2)=O)=CC=1.C1C=CC(/C=C/C(/C=C/C2C=CC=CC=2)=O)=CC=1.[Pd].[Pd]>[CH2:1]([O:3][C:4]([C:6]1[N:14]([CH3:15])[C:13]2[CH:12]=[CH:11][N:10]=[CH:9][C:8]=2[C:7]=1[NH:16][C:23]1[CH:24]=[CH:25][C:20]([CH:17]2[CH2:19][CH2:18]2)=[CH:21][C:22]=1[F:27])=[O:5])[CH3:2] |f:3.4.5,7.8.9.10.11|. Procedure details: A degassed solution of 3-amino-1-methyl-1H-pyrrolo[3,2-c]pyridine-2-carboxylic acid ethyl ester (521 mg, 2.4 mmol), 4-cyclopropyl-2-fluoro-1-iodo-benzene (810 mg, 3.09 mmol), Pd2dba3 (154 mg, 0.168 mmol), Xantphos (194 mg, 0.336 mmol) and cesium carbonate (1.95 g, 6.0 mmol) in toluene (5 ml) was heated at 110° C. for 18 hours. The reaction mixture was cooled to ambient temperature then filtered through a pad of Celite®. The filtrate was washed with water and brine, dried over magnesium sulphate ...